Dataset: the Open Reaction Database (ORD), a public repository of structured organic reaction records. Task: describe an organic reaction: reactants, conditions, products, and yield Starting materials: C(C)(C)(C)OC(=O)N1CC2=C(CC1)N=C(N2)C=2SC1=C(N2)C(=CC=C1N1CCOCC1)OC (2-(4-Methoxy-7-morpholin-4-yl-benzothiazol-2-yl)-3,4,6,7-tetrahydro-imidazo[4,5-c]pyridine-5-carboxylic acid tert-butyl ester), Cl (hydrogen chloride). Run in solution, CO (methanol). Conditions: time 2 day. Yields the product Cl.COC1=CC=C(C2=C1N=C(S2)C=2NC1=C(CNCC1)N2)N2CCOCC2 (2-(4-methoxy-7-morpholin-4-yl-benzothiazol-2-yl)-4,5,6,7-tetrahydro-1H-imidazo[4,5-c]pyridine hydrochloride). Yield: 81.0%. RXN SMILES: C(OC([N:8]1[CH2:13][CH2:12][C:11]2[N:14]=[C:15]([C:17]3[S:18][C:19]4[C:25]([N:26]5[CH2:31][CH2:30][O:29][CH2:28][CH2:27]5)=[CH:24][CH:23]=[C:22]([O:32][CH3:33])[C:20]=4[N:21]=3)[NH:16][C:10]=2[CH2:9]1)=O)(C)(C)C.[ClH:34]>CO>[ClH:34].[CH3:33][O:32][C:22]1[C:20]2[N:21]=[C:17]([C:15]3[NH:14][C:11]4[CH2:12][CH2:13][NH:8][CH2:9][C:10]=4[N:16]=3)[S:18][C:19]=2[C:25]([N:26]2[CH2:27][CH2:28][O:29][CH2:30][CH2:31]2)=[CH:24][CH:23]=1 |f:3.4|. Procedure: 0.08 g 2-(4-Methoxy-7-morpholin-4-yl-benzothiazol-2-yl)-3,4,6,7-tetrahydro-imidazo[4,5-c]pyridine-5-carboxylic acid tert-butyl ester was dissolved in 13 ml of a 7.7 molar solution of hydrogen chloride in methanol. After stirring at room temperature for 2 days the solvent was distilled off, toluene was added and distilled off and the residue was suspended in ethanol and filtered to yield 0.056 g (81%) 2-(4-methoxy-7-morpholin-4-yl-benzothiazol-2-yl)-4,5,6,7-tetrahydro-1H-imidazo[4,5-c]pyridine hy...